Dataset: the Open Reaction Database (ORD), a public repository of structured organic reaction records. Task: describe an organic reaction: reactants, conditions, products, and yield The reactants are C(=O)C1=CC=C(CN(C(=O)C=2NC=CN2)CC=2NC=CN2)C=C1 (N-(4-formylbenzyl)-N-(1H-imidazol-2-ylmethyl)-1H-imidazole-2-carboxamide), C[Si](CCOCN1C(=NC=C1)C=O)(C)C ({[2-(trimethylsilyl)ethyloxy]methyl}-1H-imidazole-2-carboaldehyde), C(CC)N(CCCCN)CCC (N,N-dipropyl-1,4-butanediamine). Yields the product C(CC)N(CCCCNCC1=CC=C(CN(C(=O)C=2NC=CN2)CC=2NC=CN2)C=C1)CCC (N-[4-({[4-(dipropylamino)butyl]amino}methyl)benzyl]-N-(1H-imidazol-2-ylmethyl)-1H-imidazole-2-carboxamide). Reaction SMILES: [CH:1]([C:3]1[CH:23]=[CH:22][C:6]([CH2:7][N:8]([CH2:16][C:17]2[NH:18][CH:19]=[CH:20][N:21]=2)[C:9]([C:11]2[NH:12][CH:13]=[CH:14][N:15]=2)=[O:10])=[CH:5][CH:4]=1)=O.C[Si](C)(C)CCOCN1C=CN=C1C=O.[CH2:39]([N:42]([CH2:48][CH2:49][CH3:50])[CH2:43][CH2:44][CH2:45][CH2:46][NH2:47])[CH2:40][CH3:41]>>[CH2:48]([N:42]([CH2:39][CH2:40][CH3:41])[CH2:43][CH2:44][CH2:45][CH2:46][NH:47][CH2:1][C:3]1[CH:23]=[CH:22][C:6]([CH2:7][N:8]([CH2:16][C:17]2[NH:18][CH:19]=[CH:20][N:21]=2)[C:9]([C:11]2[NH:12][CH:13]=[CH:14][N:15]=2)=[O:10])=[CH:5][CH:4]=1)[CH2:49][CH3:50]. Reported procedure: The same procedure as a series of reactions of Example 1 was carried out, except that the compound 18 was used in place of 1-({[2-(trimethylsilyl)ethyloxy]methyl}-1H-imidazole-2-carboaldehyde and N,N-dipropyl-1,4-butanediamine was used in place of {[4-(methyloxy)phenyl]methyl}amine, to obtain the title compound having the following physical properties.